From a dataset of the Open Reaction Database (ORD), a public repository of structured organic reaction records. describe an organic reaction: reactants, conditions, products, and yield Starting materials: O=C([O-])[O-], CI, CC(C)=O, COC(=O)c1ccc(Cl)cc1NS(C)(=O)=O, [K+], [K+]. Product: COC(=O)c1ccc(Cl)cc1N(C)S(C)(=O)=O. Reaction SMILES: [C:1](=[O:2])([O-:3])[O-:4].[CH3:23][I:24].[CH3:25][C:26](=[O:27])[CH3:28].[Cl:7][c:8]1[cH:9][c:10]([NH:18][S:19](=[O:20])(=[O:21])[CH3:22])[c:11]([C:12](=[O:13])[O:14][CH3:15])[cH:16][cH:17]1.[K+:5].[K+:6]>>[CH3:1][N:18]([c:10]1[cH:9][c:8]([Cl:7])[cH:17][cH:16][c:11]1[C:12](=[O:13])[O:14][CH3:15])[S:19](=[O:20])(=[O:21])[CH3:22]. Starting materials: N#N (N2), C(C)(C)(C)[Si](OC(C)C=1OC(=CN1)CN1N=C(C=C1)NC(=O)C=1N=COC1C1=CC=CC=C1)(C)C (5-phenyl-oxazole-4-carboxylic acid (1-{2-[1-(tert-butyl-dimethyl-silanyloxy)-ethyl]-oxazol-5-ylmethyl}-1H-pyrazol-3-yl)-amide), CCCC[N+](CCCC)(CCCC)CCCC.[F-] (TBAF), solution. Run in C1CCOC1 (THF), C1CCOC1 (THF), CC(OCC)=O (EA). Run at temperature 0 celsius, time 30 minute. Yields the product OC(C)C=1OC(=CN1)CN1N=C(C=C1)NC(=O)C=1N=COC1C1=CC=CC=C1 (5-Phenyl-oxazole-4-carboxylic acid {1-[2-(1-hydroxy-ethyl)-oxazol-5-ylmethyl]-1H-pyrazol-3-yl}-amide). Reaction SMILES: N#N.C([Si](C)(C)[O:8][CH:9]([C:11]1[O:12][C:13]([CH2:16][N:17]2[CH:21]=[CH:20][C:19]([NH:22][C:23]([C:25]3[N:26]=[CH:27][O:28][C:29]=3[C:30]3[CH:35]=[CH:34][CH:33]=[CH:32][CH:31]=3)=[O:24])=[N:18]2)=[CH:14][N:15]=1)[CH3:10])(C)(C)C.CCCC[N+](CCCC)(CCCC)CCCC.[F-]>C1COCC1.CC(=O)OCC>[OH:8][CH:9]([C:11]1[O:12][C:13]([CH2:16][N:17]2[CH:21]=[CH:20][C:19]([NH:22][C:23]([C:25]3[N:26]=[CH:27][O:28][C:29]=3[C:30]3[CH:35]=[CH:34][CH:33]=[CH:32][CH:31]=3)=[O:24])=[N:18]2)=[CH:14][N:15]=1)[CH3:10] |f:2.3|. Procedure details: In a flame dried round-bottomed flask equipped with a magnetic stir bar and under inert atmosphere (N2), a solution of 5-phenyl-oxazole-4-carboxylic acid (1-{2-[1-(tert-butyl-dimethyl-silanyloxy)-ethyl]-oxazol-5-ylmethyl}-1H-pyrazol-3-yl)-amide (271 mg, 0.55 mmol) in dry THF (5.5 mL) was treated at 0° C. with TBAF (1.1 mL of a 1M solution in THF, 1.1 mmol). The reaction mixture was stirred at 0° C. for 30 min. The mixture was then diluted with EA (10 mL), washed with NaHCO3 (10 mL) followed by b... Yields the product OCc1cccc(COC(F)F)n1. Reactants: [BH4-], CCO, CCOC(=O)c1cccc(COC(F)F)n1, [Na+]. RXN SMILES: [BH4-:1].[CH3:19][CH2:20][OH:21].[F:3][CH:4]([O:5][CH2:6][c:7]1[cH:8][cH:9][cH:10][c:11]([C:13](=[O:14])[O:15][CH2:16][CH3:17])[n:12]1)[F:18].[Na+:2]>>[F:3][CH:4]([O:5][CH2:6][c:7]1[cH:8][cH:9][cH:10][c:11]([CH2:13][OH:14])[n:12]1)[F:18]. Starting materials: C(C)NCC1CNCC1 (3-[(ethylamino)methyl]-pyrrolidine), FC=1C=C2C(C(=CN(C2=C(C1F)F)CC(F)(F)F)C(=O)O)=O (6,7,8-trifluoro-1-(2,2,2-trifluoroethyl)-1,4-dihydro-4-oxo-3-quinolinecarboxylic acid), 1,8-diazobicyclo [5.4.0]undec-7-ene. The solvent is C(C)#N (acetonitrile), C(C)#N (acetonitrile). Reaction conditions: time 8 hour. The product is C(C)NCC1CN(CC1)C1=C(C=C2C(C(=CN(C2=C1F)CC(F)(F)F)C(=O)O)=O)F (7-[3-[(ethylamino)methyl]-1-pyrrolidinyl]-6,8-difluoro-1,4-dihydro-4-oxo-1-(2,2,2-trifluoroethyl)-3-quinolinecarboxylic acid). Yield: 76.3%. Reaction SMILES: [F:1][C:2]1[CH:3]=[C:4]2[C:9](=[C:10]([F:13])[C:11]=1F)[N:8]([CH2:14][C:15]([F:18])([F:17])[F:16])[CH:7]=[C:6]([C:19]([OH:21])=[O:20])[C:5]2=[O:22].[CH2:23]([NH:25][CH2:26][CH:27]1[CH2:31][CH2:30][NH:29][CH2:28]1)[CH3:24]>C(#N)C>[CH2:23]([NH:25][CH2:26][CH:27]1[CH2:31][CH2:30][N:29]([C:11]2[C:10]([F:13])=[C:9]3[C:4]([C:5](=[O:22])[C:6]([C:19]([OH:21])=[O:20])=[CH:7][N:8]3[CH2:14][C:15]([F:18])([F:17])[F:16])=[CH:3][C:2]=2[F:1])[CH2:28]1)[CH3:24]. Procedure: To 0.76 g (2.33 mmol) of 6,7,8-trifluoro-1-(2,2,2-trifluoroethyl)-1,4-dihydro-4-oxo-3-quinolinecarboxylic acid in 7.0 ml of acetonitrile was added 0.355 g (2.33 mmol) of 1,8-diazobicyclo [5.4.0]undec-7-ene in 5 ml of acetonitrile followed by 0.29 g (2.33 mmol) of 3-[(ethylamino)methyl]-pyrrolidine. The mixture was refluxed for one hour and kept at room temperature overnight. The solids were collected and washed with ether to give 0.77 g of 7-[3-[(ethylamino)methyl]-1-pyrrolidinyl]-6,8-difluoro-1... Starting materials: O=C1NCCC12CCN(CC2)C(=O)OC(C)(C)C (tert-butyl 1-oxo-2,8-diazaspiro[4.5]decane-8-carboxylate), FC(S(=O)(=O)OC=1C(OC(C1F)=O)C)(F)F (4-fluoro-2-methyl-5-oxo-2,5-dihydrofuran-3-yl trifluoromethanesulfonate), CC1(C2=C(C(=CC=C2)P(C3=CC=CC=C3)C4=CC=CC=C4)OC5=C(C=CC=C51)P(C6=CC=CC=C6)C7=CC=CC=C7)C (xantphos), O (water). Reagents/catalysts: C(C)(=O)[O-].[Pd+2].C(C)(=O)[O-] (palladium acetate). Solvent: C1(=CC=CC=C1)C (toluene). Reaction conditions: temperature 65 celsius. The product is FC1=C(COC1=O)N1C(C2(CC1)CCN(CC2)C(=O)OC(C)(C)C)=O (tert-butyl 2-(4-fluoro-5-oxo-2,5-dihydrofuran-3-yl)-1-oxo-2,8-diazaspiro[4.5]decane-8-carboxylate). Reaction SMILES: [O:1]=[C:2]1[C:6]2([CH2:11][CH2:10][N:9]([C:12]([O:14][C:15]([CH3:18])([CH3:17])[CH3:16])=[O:13])[CH2:8][CH2:7]2)[CH2:5][CH2:4][NH:3]1.FC(F)(F)S(O[C:25]1[CH:26](C)[O:27][C:28](=[O:31])[C:29]=1[F:30])(=O)=O.CC1(C)C2C(=C(P(C3C=CC=CC=3)C3C=CC=CC=3)C=CC=2)OC2C(P(C3C=CC=CC=3)C3C=CC=CC=3)=CC=CC1=2.O>C1(C)C=CC=CC=1.C([O-])(=O)C.[Pd+2].C([O-])(=O)C>[F:30][C:29]1[C:28](=[O:31])[O:27][CH2:26][C:25]=1[N:3]1[CH2:4][CH2:5][C:6]2([CH2:11][CH2:10][N:9]([C:12]([O:14][C:15]([CH3:18])([CH3:17])[CH3:16])=[O:13])[CH2:8][CH2:7]2)[C:2]1=[O:1] |f:5.6.7|. Procedure details: A mixture of tert-butyl 1-oxo-2,8-diazaspiro[4.5]decane-8-carboxylate (150 mg, 0.590 mmol), 4-fluoro-2-methyl-5-oxo-2,5-dihydrofuran-3-yl trifluoromethanesulfonate (148 mg, 0.590 mmol), xantphos (34.1 mg, 0.059 mmol), water (0.032 mL, 1.77 mmol) in toluene (20 mL) was degassed by nitrogen followed by addition of palladium acetate (6.6 mg, 0.029 mmol). The resulting mixture was heated at 65° C. overnight. After filtration through CELITE®, the filtrate was concentrated and the residue was purified... Reaction conditions: temperature -78 celsius, time 1 hour. Procedure: A solution of 1,4-cyclohexanedione mono-ethylene acetal (20 g, 28 mmol) in THF (360 ml) is added dropwise under nitrogen to a solution, cooled to −78° C., of 1M lithium diisopropylamide in THF (150 mmol, 150 ml), and the mixture is then allowed to return to room temperature. After stirring for 1 hour, the mixture is cooled to −78° C. and 35.2 g (141 mmol) of 2-bromobenzyl bromide are added dropwise. After stirring for 30 minutes at −78° C., the temperature of the mixture is returned to 0° C. The... As a reaction SMILES: [CH2:1]1[O:11][C:4]2([CH2:9][CH2:8][C:7](=[O:10])[CH2:6][CH2:5]2)[O:3][CH2:2]1.C([N-]C(C)C)(C)C.[Li+].[Br:20][C:21]1[CH:28]=[CH:27][CH:26]=[CH:25][C:22]=1[CH2:23]Br>C1COCC1>[Br:20][C:21]1[CH:28]=[CH:27][CH:26]=[CH:25][C:22]=1[CH2:23][CH:8]1[C:7](=[O:10])[CH2:6][CH2:5][C:4]2([O:3][CH2:2][CH2:1][O:11]2)[CH2:9]1 |f:1.2|. Starting materials: C(C)(C)[N-]C(C)C.[Li+] (lithium diisopropylamide), C1COC2(CCC(CC2)=O)O1 (1,4-cyclohexanedione mono-ethylene acetal), BrC1=C(CBr)C=CC=C1 (2-bromobenzyl bromide). Run in C1CCOC1 (THF), C1CCOC1 (THF). Yields the product BrC1=C(CC2CC3(OCCO3)CCC2=O)C=CC=C1 (7-(2-Bromobenzyl)-1,4-dioxaspiro[4.5]decan-8-one).